This data is from the Open Reaction Database (ORD), a public repository of structured organic reaction records. The task is: describe an organic reaction: reactants, conditions, products, and yield RXN SMILES: [CH2:1]([c:2]1[cH:3][cH:4][cH:5][cH:6][cH:7]1)[O:8][c:9]1[c:10]([CH:19]([OH:20])[c:21]2[c:22]([O:33][CH3:34])[c:23](-[c:27]3[cH:28][cH:29][cH:30][cH:31][cH:32]3)[cH:24][cH:25][cH:26]2)[cH:11][cH:12][cH:13][c:14]1[C:15]([CH3:16])([CH3:17])[CH3:18].[Cl:35][CH2:36][Cl:37]>>[CH2:1]([c:2]1[cH:3][cH:4][cH:5][cH:6][cH:7]1)[O:8][c:9]1[c:10]([C:19](=[O:20])[c:21]2[c:22]([O:33][CH3:34])[c:23](-[c:27]3[cH:28][cH:29][cH:30][cH:31][cH:32]3)[cH:24][cH:25][cH:26]2)[cH:11][cH:12][cH:13][c:14]1[C:15]([CH3:16])([CH3:17])[CH3:18]. Reactants: COc1c(-c2ccccc2)cccc1C(O)c1cccc(C(C)(C)C)c1OCc1ccccc1, ClCCl. Product: COc1c(C(=O)c2cccc(C(C)(C)C)c2OCc2ccccc2)cccc1-c1ccccc1. The reactants are ClCCl, CC(C)=O, CC(C)=CCCC(C)CNC(=O)OCc1ccccc1, O=[O+][O-], O. Yields the product CC1CCC(=O)N(C(=O)OCc2ccccc2)C1. As a reaction SMILES: [CH2:25]([Cl:26])[Cl:27].[CH3:28][C:29](=[O:30])[CH3:31].[CH3:4][CH:5]([CH2:6][NH:7][C:8](=[O:9])[O:10][CH2:11][c:12]1[cH:13][cH:14][cH:15][cH:16][cH:17]1)[CH2:18][CH2:19][CH:20]=[C:21]([CH3:22])[CH3:23].[O-:1][O+:2]=[O:3].[O:24]>>[O:1]=[C:20]1[N:7]([C:8](=[O:9])[O:10][CH2:11][c:12]2[cH:13][cH:14][cH:15][cH:16][cH:17]2)[CH2:6][CH:5]([CH3:4])[CH2:18][CH2:19]1. The reactants are CO, C=C(C)C1CCC(C)=C1CC(C)CO. The product is CC1=C(CC(C)CO)C(C(C)C)CC1. RXN SMILES: [CH3:15][OH:16].[CH3:1][CH:2]([CH2:3][OH:4])[CH2:5][C:6]1=[C:7]([CH3:14])[CH2:8][CH2:9][CH:10]1[C:11](=[CH2:12])[CH3:13]>>[CH3:1][CH:2]([CH2:3][OH:4])[CH2:5][C:6]1=[C:7]([CH3:14])[CH2:8][CH2:9][CH:10]1[CH:11]([CH3:12])[CH3:13]. The reactants are NH4OAc, SCC(C(=O)OCC)C (Ethyl 3-mercapto-2-methylpropanoate), C(=O)([O-])[O-].[Cs+].[Cs+] (Cs2CO3), ClC1=CC=C2C=CC(=NC2=C1)C=CC=1C=C(C=CC1)C(C=1C=C(C=CC1)C(O)(C)C)Cl (3-((3-(2-(7-chloro-2-quinolinyl)ethenyl)phenyl)chloromethyl)-α,α-dimethylbenzenemethanol). Run in CN(C)C=O (DMF). Reaction conditions: time 3.5 hour. Product: ClC1=CC=C2C=CC(=NC2=C1)C=CC=1C=C(C=CC1)C(C1=CC(=CC=C1)C(C)(C)O)SCC(C(=O)OCC)C (Ethyl 3-((1-(3-(2-(7-chloro-2-quinolinyl)ethenyl)phenyl)-1-(3-(2-hydroxy-2-propyl)phenyl)methyl)thio)-2-methylpropanoate). Yield: 52.0%. As a reaction SMILES: [Cl:1][C:2]1[CH:11]=[C:10]2[C:5]([CH:6]=[CH:7][C:8]([CH:12]=[CH:13][C:14]3[CH:15]=[C:16]([CH:20](Cl)[C:21]4[CH:22]=[C:23]([C:27]([CH3:30])([CH3:29])[OH:28])[CH:24]=[CH:25][CH:26]=4)[CH:17]=[CH:18][CH:19]=3)=[N:9]2)=[CH:4][CH:3]=1.[SH:32][CH2:33][CH:34]([CH3:40])[C:35]([O:37][CH2:38][CH3:39])=[O:36].C([O-])([O-])=O.[Cs+].[Cs+]>CN(C=O)C>[Cl:1][C:2]1[CH:11]=[C:10]2[C:5]([CH:6]=[CH:7][C:8]([CH:12]=[CH:13][C:14]3[CH:15]=[C:16]([CH:20]([S:32][CH2:33][CH:34]([CH3:40])[C:35]([O:37][CH2:38][CH3:39])=[O:36])[C:21]4[CH:26]=[CH:25][CH:24]=[C:23]([C:27]([OH:28])([CH3:30])[CH3:29])[CH:22]=4)[CH:17]=[CH:18][CH:19]=3)=[N:9]2)=[CH:4][CH:3]=1 |f:2.3.4|. Reported procedure: To the crude chloride of Step 4 dissolved in 10 mL of DMF, ethyl 3-mercapto-2-methylpropanoate (Step 6; 350 μl, approx. 2.4 mmol) and Cs2CO3 (1.61 g, 4.9 mmol) were added and the mixture was stirred at r.t. for 3.5 h. 25% Aq NH4OAc was then added and the reaction mixture was extracted with EtOAc, dried over Na2SO4 and purified by flash chromatography on silica using EtOAc:toluene 7.5:92.5 and 10:90 to yield 347 mg of the title compound as an oil (52% yield for Steps 6 and 7). Reactants: CC(C)(C)O, CN(c1ccccc1-c1ccc2cnc(S(C)=O)nn12)S(C)(=O)=O, CCN(C(C)C)C(C)C, [Cs+], [F-], Nc1ccc(N2CCN(CCO)CC2)cc1. Product: CN(c1ccccc1-c1ccc2cnc(Nc3ccc(N4CCN(CCO)CC4)cc3)nn12)S(C)(=O)=O. RXN SMILES: [C:52]([OH:53])([CH3:54])([CH3:55])[CH3:56].[CH3:17][S:18](=[O:19])[c:20]1[n:21][n:22]2[c:23]([cH:24][n:25]1)[cH:26][cH:27][c:28]2-[c:29]1[c:30]([N:35]([S:36](=[O:37])(=[O:38])[CH3:39])[CH3:40])[cH:31][cH:32][cH:33][cH:34]1.[CH:43]([N:44]([CH2:45][CH3:46])[CH:47]([CH3:48])[CH3:49])([CH3:50])[CH3:51].[Cs+:42].[F-:41].[NH2:1][c:2]1[cH:3][cH:4][c:5]([N:8]2[CH2:9][CH2:10][N:11]([CH2:14][CH2:15][OH:16])[CH2:12][CH2:13]2)[cH:6][cH:7]1>>[NH:1]([c:2]1[cH:3][cH:4][c:5]([N:8]2[CH2:9][CH2:10][N:11]([CH2:14][CH2:15][OH:16])[CH2:12][CH2:13]2)[cH:6][cH:7]1)[c:20]1[n:21][n:22]2[c:23]([cH:24][n:25]1)[cH:26][cH:27][c:28]2-[c:29]1[c:30]([N:35]([S:36](=[O:37])(=[O:38])[CH3:39])[CH3:40])[cH:31][cH:32][cH:33][cH:34]1. Reactants: ClCCl, COCN1C(=O)CN=C(c2ccccc2)c2cc(NO)ccc21. The product is COCN1C(=O)CN=C(c2ccccc2)c2cc(N=O)ccc21. As a reaction SMILES: [CH2:24]([Cl:25])[Cl:26].[OH:1][NH:2][c:3]1[cH:4][cH:5][c:6]2[c:7]([cH:23]1)[C:8]([c:17]1[cH:18][cH:19][cH:20][cH:21][cH:22]1)=[N:9][CH2:10][C:11](=[O:16])[N:12]2[CH2:13][O:14][CH3:15]>>[O:1]=[N:2][c:3]1[cH:4][cH:5][c:6]2[c:7]([cH:23]1)[C:8]([c:17]1[cH:18][cH:19][cH:20][cH:21][cH:22]1)=[N:9][CH2:10][C:11](=[O:16])[N:12]2[CH2:13][O:14][CH3:15]. The reactants are COC(C1=CC=C(C=C1)OC1=CC=C(C=C1)N(CC1=CC(=CC=C1)C#N)C1CCN(CC1)C(CCN)C)=O (4-{4-[[1-(3-amino-1-methyl-propyl)-piperidin-4-yl]-(3-cyano-benzyl)-amino]-phenoxy}-benzoic acid methyl ester), ClC1=C(C(=O)O)C(=CC=C1)C (2-chloro-6-methyl benzoic acid). Product: ClC1=C(C(=O)NCCC(C)N2CCC(CC2)N(C2=CC=C(OC3=CC=C(C(=O)O)C=C3)C=C2)CC2=CC(=CC=C2)C#N)C(=CC=C1)C (4-{4-[{1-[3-(2-Chloro-6-methyl-benzoylamino)-1-methyl-propyl]-piperidin-4-yl}-(3-cyano-benzyl)-amino]-phenoxy}-benzoic acid). Yield: 40.3%. RXN SMILES: C[O:2][C:3](=[O:38])[C:4]1[CH:9]=[CH:8][C:7]([O:10][C:11]2[CH:16]=[CH:15][C:14]([N:17]([CH:27]3[CH2:32][CH2:31][N:30]([CH:33]([CH3:37])[CH2:34][CH2:35][NH2:36])[CH2:29][CH2:28]3)[CH2:18][C:19]3[CH:24]=[CH:23][CH:22]=[C:21]([C:25]#[N:26])[CH:20]=3)=[CH:13][CH:12]=2)=[CH:6][CH:5]=1.[Cl:39][C:40]1[CH:48]=[CH:47][CH:46]=[C:45]([CH3:49])[C:41]=1[C:42](O)=[O:43]>>[Cl:39][C:40]1[CH:48]=[CH:47][CH:46]=[C:45]([CH3:49])[C:41]=1[C:42]([NH:36][CH2:35][CH2:34][CH:33]([N:30]1[CH2:29][CH2:28][CH:27]([N:17]([CH2:18][C:19]2[CH:24]=[CH:23][CH:22]=[C:21]([C:25]#[N:26])[CH:20]=2)[C:14]2[CH:13]=[CH:12][C:11]([O:10][C:7]3[CH:6]=[CH:5][C:4]([C:3]([OH:2])=[O:38])=[CH:9][CH:8]=3)=[CH:16][CH:15]=2)[CH2:32][CH2:31]1)[CH3:37])=[O:43]. Reported procedure: Using general procedure E with 4-{4-[[1-(3-amino-1-methyl-propyl)-piperidin-4-yl]-(3-cyano-benzyl)-amino]-phenoxy}-benzoic acid methyl ester (see EXAMPLE 162) (80 mg, 0.16 mmol) and 2-chloro-6-methyl benzoic acid (29 mg, 0.17 mmol) followed by general procedure K afforded COMPOUND 163 as a white solid (42 mg, 41% over 2 steps). 1H NMR (CD3OD) δ 1.39 (d, 3H, J=6.6 Hz), 1.79-2.07 (m, 3H), 2.08-2.21 (m, 3H), 2.34 (s, 3H), 3.06-3.26 (m, 2H), 3.34-3.64 (m, 5H), 3.98-4.10 (m, 1H), 4.48 (s, 2H), 6.86 (...